Dataset: the Open Reaction Database (ORD), a public repository of structured organic reaction records. Task: describe an organic reaction: reactants, conditions, products, and yield Starting materials: CO, CCCCCCCCON=C(C(=O)OCC)c1csc(N)n1, [Na+], C1CCOC1, [OH-]. Product: CCCCCCCCON=C(C(=O)O)c1csc(N)n1. RXN SMILES: [CH3:25][OH:26].[NH2:1][c:2]1[s:3][cH:4][c:5]([C:7]([C:8](=[O:9])[O:10][CH2:11][CH3:12])=[N:13][O:14][CH2:15][CH2:16][CH2:17][CH2:18][CH2:19][CH2:20][CH2:21][CH3:22])[n:6]1.[Na+:24].[O:27]1[CH2:28][CH2:29][CH2:30][CH2:31]1.[OH-:23]>>[NH2:1][c:2]1[s:3][cH:4][c:5]([C:7]([C:8](=[O:9])[OH:10])=[N:13][O:14][CH2:15][CH2:16][CH2:17][CH2:18][CH2:19][CH2:20][CH2:21][CH3:22])[n:6]1. The reactants are COCOC=1C(=C(C=CC1)B(O)O)C (3-methoxymethoxy-2-methylbenzene-1-boronic acid), CC=1C=C(C(=O)OC)C=C(C1OS(=O)(=O)C(F)(F)F)C (methyl 3,5-dimethyl-4-trifluoromethanesulphonyloxybenzoate), C([O-])([O-])=O.[K+].[K+] (potassium carbonate). The reagents and catalysts are C=1C=CC(=CC1)[P](C=2C=CC=CC2)(C=3C=CC=CC3)[Pd]([P](C=4C=CC=CC4)(C=5C=CC=CC5)C=6C=CC=CC6)([P](C=7C=CC=CC7)(C=8C=CC=CC8)C=9C=CC=CC9)[P](C=1C=CC=CC1)(C=1C=CC=CC1)C=1C=CC=CC1 (tetrakis(triphenylphosphine)palladium). Solvent: CO (methanol). Yields the product OC=1C(=C(C=CC1)C1=C(C=C(C=C1C)C(=O)OC)C)C (Methyl 3′-hydroxy-2,6,2′-trimethylbiphenyl-4-carboxylate). RXN SMILES: COC[O:4][C:5]1[C:6]([CH3:14])=[C:7](B(O)O)[CH:8]=[CH:9][CH:10]=1.[CH3:15][C:16]1[CH:17]=[C:18]([CH:23]=[C:24]([CH3:34])[C:25]=1OS(C(F)(F)F)(=O)=O)[C:19]([O:21][CH3:22])=[O:20].C(=O)([O-])[O-].[K+].[K+]>CO.C1C=CC([P]([Pd]([P](C2C=CC=CC=2)(C2C=CC=CC=2)C2C=CC=CC=2)([P](C2C=CC=CC=2)(C2C=CC=CC=2)C2C=CC=CC=2)[P](C2C=CC=CC=2)(C2C=CC=CC=2)C2C=CC=CC=2)(C2C=CC=CC=2)C2C=CC=CC=2)=CC=1>[OH:4][C:5]1[C:6]([CH3:14])=[C:7]([C:25]2[C:24]([CH3:34])=[CH:23][C:18]([C:19]([O:21][CH3:22])=[O:20])=[CH:17][C:16]=2[CH3:15])[CH:8]=[CH:9][CH:10]=1 |f:2.3.4,^1:46,48,67,86|. Procedure: In a manner similar to that of Example 11(d), by reaction of 1.5 g (7.6 mmol) of 3-methoxymethoxy-2-methylbenzene-1-boronic acid (described in Example 11(c)) with 2 g (6.4 mmol) of methyl 3,5-dimethyl-4-trifluoromethanesulphonyloxybenzoate, 7.7 mL of 2.0M potassium carbonate solution and 370 mg (0.32 mmol) of tetrakis(triphenylphosphine)palladium, followed by deprotection in methanol, the desired product is obtained in the form of a white solid (m.p.=149° C.; m=1.34 g; Y=67%).